From a dataset of the Open Reaction Database (ORD), a public repository of structured organic reaction records. describe an organic reaction: reactants, conditions, products, and yield Starting materials: ClC=1C=C(C=O)C=CC1N(CC)CC (3-chloro-4-(N,N-diethyl)aminobenzaldehyde), [N+](=O)([O-])C (nitromethane), C(C)(=O)[O-].[NH4+] (ammonium acetate). Conditions: temperature 100 celsius. The product is C(C)N(CC)C1=C(C=C(C=C[N+](=O)[O-])C=C1)Cl (4-(N,N-diethyl)amino-β-nitro-3-chlorostyrene). Yield: 39.0%. RXN SMILES: [Cl:1][C:2]1[CH:3]=[C:4]([CH:7]=[CH:8][C:9]=1[N:10]([CH2:13][CH3:14])[CH2:11][CH3:12])[CH:5]=O.C([O-])(=O)C.[NH4+].[N+:20]([CH3:23])([O-:22])=[O:21]>>[CH2:11]([N:10]([C:9]1[CH:8]=[CH:7][C:4]([CH:5]=[CH:23][N+:20]([O-:22])=[O:21])=[CH:3][C:2]=1[Cl:1])[CH2:13][CH3:14])[CH3:12] |f:1.2|. Procedure: A solution was prepared by dissolving 34 grams (0.16 mol) of 3-chloro-4-(N,N-diethyl)aminobenzaldehyde in 150 ml of nitromethane, and added with 5 grams of ammonium acetate. The mixture was heated at 100° C. for 5 hours under agitation. The reaction solution was then cooled on a dry ice-acetone bath until crystallization had been completed. The separated solid (crystal) was filtered off and dried in vacuum. The obtained product was recrystallized from acetonitrile for two times. An amount of 16 ... The reactants are C(C)C=1C(=NC(=CN1)CC)N[C@H]1[C@H](CC2=CC=CC=C12)O ((1R,2S)-1-[(3,6-diethylpyrazin-2-yl)amino]-2,3-dihydro-1H-inden-2-ol), ClC=1C(=NC=C(N1)C)C (3-chloro-2,5-dimethylpyrazine). The product is CC=1C(=NC(=CN1)C)N[C@H]1[C@H](CC2=CC=CC=C12)O ((1R,2S)-1-[(3,6-dimethylpyrazin-2-yl)amino]-2,3-dihydro-1H-inden-2-ol). Reaction SMILES: [CH2:1]([C:3]1[C:4]([NH:11][C@@H:12]2[C:20]3[C:15](=[CH:16][CH:17]=[CH:18][CH:19]=3)[CH2:14][C@@H:13]2[OH:21])=[N:5][C:6]([CH2:9]C)=[CH:7][N:8]=1)C.ClC1C(C)=NC=C(C)N=1>>[CH3:1][C:3]1[C:4]([NH:11][C@@H:12]2[C:20]3[C:15](=[CH:16][CH:17]=[CH:18][CH:19]=3)[CH2:14][C@@H:13]2[OH:21])=[N:5][C:6]([CH3:9])=[CH:7][N:8]=1. Procedure: Following the procedure for the preparation of (1R,2S)-1-[(3,6-diethylpyrazin-2-yl)amino]-2,3-dihydro-1H-inden-2-ol but substituting 3-chloro-2,5-dimethylpyrazine and making non-critical variations provided the title compound as a oil: 1H NMR (300 MHz, CDCl3) δ) 7.68, 7.32-7.28, 5.59, 4.80, 3.27, 3.09, 2.92, 2.38; HRMS (FAB) calcd for C15H17N3O+H 256.1450, found 256.1460. Starting materials: O[C@H]1C[C@@H]2CC[C@H]3[C@@H]4CC[C@H](C(C)=O)[C@]4(CC[C@@H]3[C@]2(CC1)C)C (3α-hydroxy-5α-pregnan-20-one), CCOCC (ether), Cl.C(C1=CN=CC=C1)(=O)Cl (nicotinoyl chloride hydrochloride). The reagents and catalysts are CN(C1=CC=NC=C1)C (4-dimethylaminopyridine). The solvent is N1=CC=CC=C1 (pyridine). Conditions: temperature 90 celsius. The product is C(C1=CN=CC=C1)(=O)O[C@H]1C[C@@H]2CC[C@H]3[C@@H]4CC[C@H](C(C)=O)[C@]4(CC[C@@H]3[C@]2(CC1)C)C (3α-nicotinoyloxy-5α-pregnan-20-one). Isolated yield 95.3%. As a reaction SMILES: [OH:1][C@@H:2]1[CH2:21][CH2:20][C@@:19]2([CH3:22])[C@@H:4]([CH2:5][CH2:6][C@@H:7]3[C@@H:18]2[CH2:17][CH2:16][C@@:15]2([CH3:23])[C@H:8]3[CH2:9][CH2:10][C@@H:11]2[C:12](=[O:14])[CH3:13])[CH2:3]1.Cl.[C:25](Cl)(=[O:32])[C:26]1[CH:31]=[CH:30][CH:29]=[N:28][CH:27]=1.CCOCC>CN(C)C1C=CN=CC=1.N1C=CC=CC=1>[C:25]([O:1][C@@H:2]1[CH2:21][CH2:20][C@@:19]2([CH3:22])[C@@H:4]([CH2:5][CH2:6][C@@H:7]3[C@@H:18]2[CH2:17][CH2:16][C@@:15]2([CH3:23])[C@H:8]3[CH2:9][CH2:10][C@@H:11]2[C:12](=[O:14])[CH3:13])[CH2:3]1)(=[O:32])[C:26]1[CH:31]=[CH:30][CH:29]=[N:28][CH:27]=1 |f:1.2|. Reported procedure: To 3α-hydroxy-5α-pregnan-20-one (464 mg, 318.5 g/m, 1.5 mmol) and 4-dimethylaminopyridine (DMAP, 195 mg, 122.17 g/m, 1.6 mmol) dissolved in 10 mL of dry pyridine was added nicotinoyl chloride hydrochloride (285 mg, 178.02 g/m, 1.6 mmol). The reaction mixture was heated at 90° C. for 5 hours and poured into 300 mL of ether. The organic layer was washed twice with saturated sodium bicarbonate, twice with water, dried over magnesium sulfate, and concentrated in vacuo to give the crude product. The ... Reactants: CCOC(=O)C(Br)C(=O)OCC, O=[N+]([O-])c1ccc(Oc2ccc(C(F)(F)F)cc2Cl)cc1O, [H-], [Na+], CN(C)C=O, O. Product: CCOC(=O)C(Oc1cc(Oc2ccc(C(F)(F)F)cc2Cl)ccc1[N+](=O)[O-])C(=O)OCC. As a reaction SMILES: [Br:25][CH:26]([C:27](=[O:28])[O:29][CH2:30][CH3:31])[C:32](=[O:33])[O:34][CH2:35][CH3:36].[Cl:3][c:4]1[c:5]([O:6][c:7]2[cH:8][cH:9][c:10]([N+:14](=[O:15])[O-:16])[c:11]([OH:13])[cH:12]2)[cH:17][cH:18][c:19]([C:21]([F:22])([F:23])[F:24])[cH:20]1.[H-:1].[Na+:2].[O:38]=[CH:39][N:40]([CH3:41])[CH3:42].[OH2:37]>>[Cl:3][c:4]1[c:5]([O:6][c:7]2[cH:8][cH:9][c:10]([N+:14](=[O:15])[O-:16])[c:11]([O:13][CH:26]([C:27](=[O:28])[O:29][CH2:30][CH3:31])[C:32](=[O:33])[O:34][CH2:35][CH3:36])[cH:12]2)[cH:17][cH:18][c:19]([C:21]([F:22])([F:23])[F:24])[cH:20]1. Starting materials: C(C)(C)(C)OC(=O)N1[C@@H](CC(C1)=NOC)C(=O)O ((2S,4EZ)-1-(tert-butoxycarbonyl)-4-(methoxyimino)-2-pyrrolidinecarboxylic acid), C1(=CC=C(C=C1)C(=O)Cl)C1=CC=CC=C1 ([1,1′-biphenyl]-4-carbonyl chloride), COC=1C=C(CN)C=CC1OC (3,4-dimethoxybenzylamine). Product: C1(=CC=C(C=C1)C(=O)N1[C@@H](CC(C1)=NOC)C(=O)NCC1=CC(=C(C=C1)OC)OC)C1=CC=CC=C1 ((2S,4EZ)-1-([1,1′-biphenyl]-4-ylcarbonyl)-N-(3,4-dimethoxybenzyl)-4-(methoxyimino)-2-pyrrolidinecarboxamide). RXN SMILES: C(O[C:6]([N:8]1[CH2:12][C:11](=[N:13][O:14][CH3:15])[CH2:10][C@H:9]1[C:16]([OH:18])=O)=[O:7])(C)(C)C.[C:19]1([C:28]2[CH:33]=[CH:32][CH:31]=[CH:30][CH:29]=2)[CH:24]=[CH:23][C:22](C(Cl)=O)=[CH:21][CH:20]=1.[CH3:34][O:35][C:36]1[CH:37]=[C:38]([CH:41]=[CH:42][C:43]=1[O:44][CH3:45])[CH2:39][NH2:40]>>[C:28]1([C:19]2[CH:20]=[CH:21][CH:22]=[CH:23][CH:24]=2)[CH:29]=[CH:30][C:31]([C:6]([N:8]2[CH2:12][C:11](=[N:13][O:14][CH3:15])[CH2:10][C@H:9]2[C:16]([NH:40][CH2:39][C:38]2[CH:41]=[CH:42][C:43]([O:44][CH3:45])=[C:36]([O:35][CH3:34])[CH:37]=2)=[O:18])=[O:7])=[CH:32][CH:33]=1. Reported procedure: Following the general method as outlined in Example 22, starting from (2S,4EZ)-1-(tert-butoxycarbonyl)-4-(methoxyimino)-2-pyrrolidinecarboxylic acid, [1,1′-biphenyl]-4-carbonyl chloride, and 3,4-dimethoxybenzylamine the title compound was obtained in 58% purity by LC/MS. MS(ESI+): m/z=488.4. The reactants are O=C=NC(=O)c1ccccc1, CCc1nc2c(N)nc(C)c(C)c2n1CCOCCN. Yields the product CCc1nc2c(N)nc(C)c(C)c2n1CCOCCNC(=O)NC(=O)c1ccccc1. As a reaction SMILES: [C:21]([c:22]1[cH:23][cH:24][cH:25][cH:26][cH:27]1)(=[O:28])[N:29]=[C:30]=[O:31].[NH2:1][CH2:2][CH2:3][O:4][CH2:5][CH2:6][n:7]1[c:8]([CH2:19][CH3:20])[n:9][c:10]2[c:11]([NH2:18])[n:12][c:13]([CH3:17])[c:14]([CH3:16])[c:15]12>>[NH:1]([CH2:2][CH2:3][O:4][CH2:5][CH2:6][n:7]1[c:8]([CH2:19][CH3:20])[n:9][c:10]2[c:11]([NH2:18])[n:12][c:13]([CH3:17])[c:14]([CH3:16])[c:15]12)[C:30]([NH:29][C:21]([c:22]1[cH:23][cH:24][cH:25][cH:26][cH:27]1)=[O:28])=[O:31].